Dataset: the Open Reaction Database (ORD), a public repository of structured organic reaction records. Task: describe an organic reaction: reactants, conditions, products, and yield The reactants are solution, Cl (hydrogen chloride), CN(C)CCCOC1=C(C=CC=C1)CCCC1=CC=CC=C1 (N,N-dimethyl-3-[2-(3-phenylpropyl)phenoxy]propylamine). The solvent is O1CCOCC1 (dioxane), O1CCOCC1 (dioxane). Product: Cl.CN(C)CCCOC1=C(C=CC=C1)CCCC1=CC=CC=C1 (N,N-Dimethyl-3-[2-(3-phenylpropyl)phenoxy]propylamine hydrochloride). The yield is 48.0%. Reaction SMILES: [CH3:1][N:2]([CH2:4][CH2:5][CH2:6][O:7][C:8]1[CH:13]=[CH:12][CH:11]=[CH:10][C:9]=1[CH2:14][CH2:15][CH2:16][C:17]1[CH:22]=[CH:21][CH:20]=[CH:19][CH:18]=1)[CH3:3].[ClH:23]>O1CCOCC1>[ClH:23].[CH3:1][N:2]([CH2:4][CH2:5][CH2:6][O:7][C:8]1[CH:13]=[CH:12][CH:11]=[CH:10][C:9]=1[CH2:14][CH2:15][CH2:16][C:17]1[CH:18]=[CH:19][CH:20]=[CH:21][CH:22]=1)[CH3:3] |f:3.4|. Procedure: 100 mg of N,N-dimethyl-3-[2-(3-phenylpropyl)phenoxy]propylamine were dissolved in 2 ml of dioxane, and 0.1 ml of a 4N solution of hydrogen chloride in dioxane was added to the solution. The mixture was then concentrated by distillation under reduced pressure, and the resulting oil was dissolved in a small amount of ethyl acetate and allowed to stand at room temperature. The crystals which precipitated were collected by filtration and dried in vacuo, to give 53.9 mg (yield 48%) of the title compo...